Task: describe an organic reaction: reactants, conditions, products, and yield. Dataset: the Open Reaction Database (ORD), a public repository of structured organic reaction records Reactants: COc1ccc(Oc2c(C)cc(CO)cc2C)cc1C(C)C, COCCOC, BrP(Br)Br. Yields the product COc1ccc(Oc2c(C)cc(CBr)cc2C)cc1C(C)C. Reaction SMILES: [CH3:1][c:2]1[cH:3][c:4]([CH2:5][OH:6])[cH:7][c:8]([CH3:22])[c:9]1[O:10][c:11]1[cH:12][c:13]([CH:19]([CH3:20])[CH3:21])[c:14]([O:17][CH3:18])[cH:15][cH:16]1.[CH3:27][O:28][CH2:29][CH2:30][O:31][CH3:32].[P:23]([Br:24])([Br:25])[Br:26]>>[CH3:1][c:2]1[cH:3][c:4]([CH2:5][Br:24])[cH:7][c:8]([CH3:22])[c:9]1[O:10][c:11]1[cH:12][c:13]([CH:19]([CH3:20])[CH3:21])[c:14]([O:17][CH3:18])[cH:15][cH:16]1. Yield: 40.0%. Reaction SMILES: [Cl:1][C:2]1[CH:3]=[CH:4][C:5]([N+:12]([O-])=O)=[C:6]([CH:11]=1)[NH:7][CH:8]([CH3:10])[CH3:9].[Cl-].[NH4+].C1C[O:20][CH2:19]C1>C(O)C.O.[Fe]>[Cl:1][C:2]1[CH:3]=[CH:4][C:5]2[NH:12][C:19](=[O:20])[N:7]([CH:8]([CH3:10])[CH3:9])[C:6]=2[CH:11]=1 |f:1.2|. Reported procedure: A mixture of 5-chloro-N-isopropyl-2-nitroaniline (Step 1 of Example 12, 0.76 g, 3.54 mmol), iron (0.99 g, 17.7 mmol) and ammonium chloride (0.38 g, 7.08 mmol) was suspended in ethanol (27 mL) and H2O (9 mL). Then, the mixture was heated at 80° C. for 3 h. After cooling, the insoluble materials was filtered off on a pad of Celite, and the filtrate was evaporated under reduced pressure. To the residue was added N,N′-carbonyldiimidazole (CDI, 0.57 g, 3.50 mmol) and THF (10 mL) and then stirred at 1... Starting materials: ClC=1C=CC(=C(NC(C)C)C1)[N+](=O)[O-] (5-chloro-N-isopropyl-2-nitroaniline), [Cl-].[NH4+] (ammonium chloride), N,N′-carbonyldiimidazole, C1CCOC1 (THF). Conditions: temperature 80 celsius, time 10 hour. Product: ClC=1C=CC2=C(N(C(N2)=O)C(C)C)C1 (6-chloro-1-isopropyl-1,3-dihydro-2H-benzimidazol-2-one). The reagents and catalysts are [Fe] (iron). Run in C(C)O (ethanol), O (H2O). Reactants: C(C1=CC=C(C(=O)OC)C=C1)(=O)OC (dimethyl terephthalate). The solvent is O (H2O). Reaction conditions: temperature 250 celsius. The product is C(C1=CC=C(C(=O)O)C=C1)(=O)O (terephthalic acid). As a reaction SMILES: [C:1]([O:13]C)(=[O:12])[C:2]1[CH:11]=[CH:10][C:5]([C:6]([O:8]C)=[O:7])=[CH:4][CH:3]=1>O>[C:1]([OH:13])(=[O:12])[C:2]1[CH:11]=[CH:10][C:5]([C:6]([OH:8])=[O:7])=[CH:4][CH:3]=1. Procedure: Acid Following, U.S. Pat. No. 4,302,595, incorporated herein by reference, a suspension of dimethyl terephthalate in H2O is heated to 250° C. for 4 hour in a Parr pressure reactor resulting in hydrolysis to terephthalic acid. Reactants: CC(C)(C)c1nc(C2CCC2)cc(N2CCN(CCCCN)CC2)n1, CCN=C=NCCCN(C)C, CCN(C(C)C)C(C)C, ClCCl, Cl, Oc1cccc2[nH]nnc12, O=C(O)c1ccccn1. Yields the product Cl, CC(C)(C)c1nc(C2CCC2)cc(N2CCN(CCCCNC(=O)c3ccccn3)CC2)n1. RXN SMILES: [C:10]([CH3:11])([CH3:12])([CH3:13])[c:14]1[n:15][c:16]([CH:31]2[CH2:32][CH2:33][CH2:34]2)[cH:17][c:18]([N:20]2[CH2:21][CH2:22][N:23]([CH2:26][CH2:27][CH2:28][CH2:29][NH2:30])[CH2:24][CH2:25]2)[n:19]1.[CH2:55]([N:56]=[C:57]=[N:58][CH2:59][CH2:60][CH2:61][N:62]([CH3:63])[CH3:64])[CH3:65].[CH:35]([N:36]([CH:37]([CH3:38])[CH3:39])[CH2:40][CH3:41])([CH3:42])[CH3:43].[Cl:66][CH2:67][Cl:68].[ClH:54].[OH:44][c:45]1[c:46]2[n:47][n:48][nH:49][c:50]2[cH:51][cH:52][cH:53]1.[c:1]1([C:7](=[O:8])[OH:9])[cH:2][cH:3][cH:4][cH:5][n:6]1>>[ClH:54].[c:1]1([C:7](=[O:9])[NH:30][CH2:29][CH2:28][CH2:27][CH2:26][N:23]2[CH2:22][CH2:21][N:20]([c:18]3[cH:17][c:16]([CH:31]4[CH2:32][CH2:33][CH2:34]4)[n:15][c:14]([C:10]([CH3:11])([CH3:12])[CH3:13])[n:19]3)[CH2:25][CH2:24]2)[cH:2][cH:3][cH:4][cH:5][n:6]1. The reactants are C(=O)(OC)C=1N=CC=2NC3=CC=CC=C3C2C1 (3-carbomethoxy-β-carboline), C1CCOC1 (THF), [BH4-].[Na+] (NaBH4). Run in O (water). Product: OCC=1N=CC=2NC3=CC=CC=C3C2C1 (3-hydroxymethyl-β-carboline). RXN SMILES: [C:1]([C:5]1[N:6]=[CH:7][C:8]2[NH:9][C:10]3[C:15]([C:16]=2[CH:17]=1)=[CH:14][CH:13]=[CH:12][CH:11]=3)(OC)=[O:2].C1COCC1.[BH4-].[Na+]>O>[OH:2][CH2:1][C:5]1[N:6]=[CH:7][C:8]2[NH:9][C:10]3[C:15]([C:16]=2[CH:17]=1)=[CH:14][CH:13]=[CH:12][CH:11]=3 |f:2.3|. Reported procedure: 3-carbomethoxy-β-carboline or a derivative thereof (J in Scheme VII above) is dissolved in a polar solvent (e.g., THF), and a reducing agent (e.g., NaBH4) is added to the solution. The mixture is stirred for a few hours and cooled. An excess of water is then added, and the mixture is stirred for another few hours. The solvent is thereafter evaporated and the resulting residue is dissolved in water, washed several times with one or more non-polar solvents such as dichloromethane and ethyl acetate... Starting materials: C(C1=CC=CC=C1)NC1=CC=C(C=C1)CCCCCCCC (benzyl(4-octylphenyl)amine), CC1=C(C(=CC=C1)C)N=C=O (2,6-dimethylphenyl isocyanate). The product is C(C1=CC=CC=C1)N(C(=O)NC1=C(C=CC=C1C)C)C1=CC=C(C=C1)CCCCCCCC (N-benzyl-N′-(2,6-dimethylphenyl)-N-(4-octylphenyl)urea). Reaction SMILES: [CH2:1]([NH:8][C:9]1[CH:14]=[CH:13][C:12]([CH2:15][CH2:16][CH2:17][CH2:18][CH2:19][CH2:20][CH2:21][CH3:22])=[CH:11][CH:10]=1)[C:2]1[CH:7]=[CH:6][CH:5]=[CH:4][CH:3]=1.[CH3:23][C:24]1[CH:29]=[CH:28][CH:27]=[C:26]([CH3:30])[C:25]=1[N:31]=[C:32]=[O:33]>>[CH2:1]([N:8]([C:9]1[CH:10]=[CH:11][C:12]([CH2:15][CH2:16][CH2:17][CH2:18][CH2:19][CH2:20][CH2:21][CH3:22])=[CH:13][CH:14]=1)[C:32]([NH:31][C:25]1[C:24]([CH3:23])=[CH:29][CH:28]=[CH:27][C:26]=1[CH3:30])=[O:33])[C:2]1[CH:3]=[CH:4][CH:5]=[CH:6][CH:7]=1. Procedure details: By the reaction and treatment in the same manner as in Example 2 using benzyl(4-octylphenyl)amine (1.0 g) and 2,6-dimethylphenyl isocyanate (6.4 mL) as starting materials, N-benzyl-N′-(2,6-dimethylphenyl)-N-(4-octylphenyl)urea (0.5 g) was obtained. The reactants are CC(C)(C)C(=O)Cl, CC(CCCC(C)C1CCC2C3CCC4CCCCC4(C)C3CCC12C)COC1OC(CO)C(OCc2ccccc2)C(O)C1OCc1ccccc1, CCOC(C)=O, c1ccncc1. Product: CC(CCCC(C)C1CCC2C3CCC4CCCCC4(C)C3CCC12C)COC1OC(COC(=O)C(C)(C)C)C(OCc2ccccc2)C(O)C1OCc1ccccc1. As a reaction SMILES: [C:54]([C:55]([CH3:56])([CH3:57])[CH3:58])(=[O:59])[Cl:60].[CH2:1]([c:2]1[cH:3][cH:4][cH:5][cH:6][cH:7]1)[O:8][CH:9]1[CH:10]([O:11][CH2:12][CH:13]([CH3:14])[CH2:15][CH2:16][CH2:17][CH:18]([CH3:19])[CH:20]2[CH2:21][CH2:22][CH:23]3[CH:24]4[CH2:25][CH2:26][CH:27]5[CH2:28][CH2:29][CH2:30][CH2:31][C:32]5([CH3:33])[CH:34]4[CH2:35][CH2:36][C:37]23[CH3:38])[O:39][CH:40]([CH2:52][OH:53])[CH:41]([O:44][CH2:45][c:46]2[cH:47][cH:48][cH:49][cH:50][cH:51]2)[CH:42]1[OH:43].[CH3:67][CH2:68][O:69][C:70](=[O:71])[CH3:72].[cH:61]1[cH:62][cH:63][n:64][cH:65][cH:66]1>>[CH2:1]([c:2]1[cH:3][cH:4][cH:5][cH:6][cH:7]1)[O:8][CH:9]1[CH:10]([O:11][CH2:12][CH:13]([CH3:14])[CH2:15][CH2:16][CH2:17][CH:18]([CH3:19])[CH:20]2[CH2:21][CH2:22][CH:23]3[CH:24]4[CH2:25][CH2:26][CH:27]5[CH2:28][CH2:29][CH2:30][CH2:31][C:32]5([CH3:33])[CH:34]4[CH2:35][CH2:36][C:37]23[CH3:38])[O:39][CH:40]([CH2:52][O:53][C:54]([C:55]([CH3:56])([CH3:57])[CH3:58])=[O:59])[CH:41]([O:44][CH2:45][c:46]2[cH:47][cH:48][cH:49][cH:50][cH:51]2)[CH:42]1[OH:43]. The reactants are O=C([O-])[O-], CNCCNC, [I-], [K+], [K+], CCOC(=O)N1CCC2C(C1)c1cccc(Br)c1N2CC(N)=O. Product: CCOC(=O)N1CCC2C(C1)c1cccc3c1N2CC(=O)N3. As a reaction SMILES: [C:25](=[O:26])([O-:27])[O-:28].[CH3:31][NH:32][CH2:33][CH2:34][NH:35][CH3:36].[I-:24].[K+:29].[K+:30].[NH2:1][C:2]([CH2:3][N:4]1[CH:5]2[CH:6]([c:7]3[cH:8][cH:9][cH:10][c:11]([Br:13])[c:12]31)[CH2:14][N:15]([C:18](=[O:19])[O:20][CH2:21][CH3:22])[CH2:16][CH2:17]2)=[O:23]>>[NH:1]1[C:2](=[O:23])[CH2:3][N:4]2[CH:5]3[CH:6]([c:7]4[cH:8][cH:9][cH:10][c:11]1[c:12]42)[CH2:14][N:15]([C:18](=[O:19])[O:20][CH2:21][CH3:22])[CH2:16][CH2:17]3.